This data is from the Open Reaction Database (ORD), a public repository of structured organic reaction records. The task is: describe an organic reaction: reactants, conditions, products, and yield Reactants: CC(C)(C)OC(=O)NCCCN, CC#N, COc1ccc([N+](=O)[O-])c(Cl)n1, [K+], [K+], O=C([O-])[O-], CN(C)C=O. Product: COc1ccc([N+](=O)[O-])c(NCCCNC(=O)OC(C)(C)C)n1. Reaction SMILES: [C:13]([CH3:14])([CH3:15])([CH3:16])[O:17][C:18](=[O:19])[NH:20][CH2:21][CH2:22][CH2:23][NH2:24].[CH3:31][C:32]#[N:33].[Cl:1][c:2]1[n:3][c:4]([O:11][CH3:12])[cH:5][cH:6][c:7]1[N+:8](=[O:9])[O-:10].[K+:25].[K+:26].[O-:27][C:28]([O-:29])=[O:30].[O:34]=[CH:35][N:36]([CH3:37])[CH3:38]>>[c:2]1([NH:24][CH2:23][CH2:22][CH2:21][NH:20][C:18]([O:17][C:13]([CH3:14])([CH3:15])[CH3:16])=[O:19])[n:3][c:4]([O:11][CH3:12])[cH:5][cH:6][c:7]1[N+:8](=[O:9])[O-:10]. The reactants are Brc1ccc2ccsc2c1, C1CCOC1, [Li]CCCC, CI, CN(C)CCN(C)C, CC(C)NC(C)C, [Na+], O=C([O-])O. The product is Cc1cc2ccc(Br)cc2s1. As a reaction SMILES: [Br:21][c:22]1[cH:23][cH:24][c:25]2[c:26]([s:27][cH:28][cH:29]2)[cH:30]1.[CH2:33]1[O:34][CH2:35][CH2:36][CH2:37]1.[CH3:16][CH2:17][CH2:18][CH2:19][Li:20].[CH3:31][I:32].[CH3:8][N:9]([CH3:10])[CH2:11][CH2:12][N:13]([CH3:14])[CH3:15].[CH:1]([NH:2][CH:3]([CH3:4])[CH3:5])([CH3:6])[CH3:7].[Na+:42].[O-:38][C:39]([OH:40])=[O:41]>>[CH3:1][c:28]1[s:27][c:26]2[c:25]([cH:24][cH:23][c:22]([Br:21])[cH:30]2)[cH:29]1. Starting materials: CC(=O)c1ccccn1, Cc1ccccc1, CC(=O)[O-], CCCCCC, Cl, [Na+], O, NN(c1ccccc1)c1ccccc1. Product: CC(=NN(c1ccccc1)c1ccccc1)c1ccccn1. Reaction SMILES: [C:8]([CH3:9])(=[O:10])[c:11]1[n:12][cH:13][cH:14][cH:15][cH:16]1.[CH3:1][c:2]1[cH:3][cH:4][cH:5][cH:6][cH:7]1.[CH3:33][C:34](=[O:35])[O-:36].[CH3:38][CH2:39][CH2:40][CH2:41][CH2:42][CH3:43].[ClH:17].[Na+:32].[OH2:37].[c:18]1([N:24]([NH2:25])[c:26]2[cH:27][cH:28][cH:29][cH:30][cH:31]2)[cH:19][cH:20][cH:21][cH:22][cH:23]1>>[C:8]([CH3:9])([c:11]1[n:12][cH:13][cH:14][cH:15][cH:16]1)=[N:25][N:24]([c:18]1[cH:19][cH:20][cH:21][cH:22][cH:23]1)[c:26]1[cH:27][cH:28][cH:29][cH:30][cH:31]1. Starting materials: NC1=CC=C(C=C1)S(=O)(=O)NC1=NC(=NC(=C1)Cl)N(C)C (4-amino-N-(2-dimethylamino-6-chloro-pyrimidin-4-yl)-benzenesulfonamide), CN (methylamine). The solvent is C(C)O (ethanol). Run at temperature 130 celsius, time 4 hour. Product: NC1=CC=C(C=C1)S(=O)(=O)NC1=NC(=NC(=C1)NC)N(C)C (4-amino-N-(2-dimethylamino-6-methylamino-pyrimidin-4-yl)-benzenesulfonamide). Isolated yield 20.3%. RXN SMILES: [NH2:1][C:2]1[CH:7]=[CH:6][C:5]([S:8]([NH:11][C:12]2[CH:17]=[C:16](Cl)[N:15]=[C:14]([N:19]([CH3:21])[CH3:20])[N:13]=2)(=[O:10])=[O:9])=[CH:4][CH:3]=1.[CH3:22][NH2:23]>C(O)C>[NH2:1][C:2]1[CH:7]=[CH:6][C:5]([S:8]([NH:11][C:12]2[CH:17]=[C:16]([NH:23][CH3:22])[N:15]=[C:14]([N:19]([CH3:21])[CH3:20])[N:13]=2)(=[O:10])=[O:9])=[CH:4][CH:3]=1. Reported procedure: 0.50 g (0.00153 mol) of 4-amino-N-(2-dimethylamino-6-chloro-pyrimidin-4-yl)-benzenesulfonamide were dissolved in 20 ml (0.176 mol) of 8M methylamine in ethanol and stirred in an autoclave at 130° C. for 4 hours. The reaction mixture was freed from solvent and the residue was chromatographed on silica gel with methanol/dichloromethane 1:19. There was obtained 0.10 g (21%) of 4-amino-N-(2-dimethylamino-6-methylamino-pyrimidin-4-yl)-benzenesulfonamide as beige crystals; m.p: 253-254° C. Procedure: A solution of chromic acid was prepared by dissolving 106.88 g chromium trioxide in 400 ml water and then adding 92 ml concentrated sulfuric acid. This solution is added in dropwise fashion over a 3 hr. period to an ice cooled, stirred solution of 120 g 3-cyclohexyl-1-propyn-3-ol in 175 ml acetone. The resulting mixture was diluted with 500 ml water and the product was extracted into 1 liter of diethyl ether. The ether extract was washed with 250 ml saturated sodium bisulfite solution and was dr... As a reaction SMILES: [O-2:1].[O-2:2].[O-2:3].[Cr+6:4].S(=O)(=O)(O)[OH:6].[CH:10]1([CH:16]([OH:19])[C:17]#[CH:18])[CH2:15][CH2:14][CH2:13][CH2:12][CH2:11]1>O.CC(C)=O>[Cr:4]([OH:6])([OH:3])(=[O:2])=[O:1].[CH:10]1([C:16](=[O:19])[C:17]#[CH:18])[CH2:15][CH2:14][CH2:13][CH2:12][CH2:11]1 |f:0.1.2.3|. Reactants: [O-2].[O-2].[O-2].[Cr+6] (chromium trioxide), ice, C1(CCCCC1)C(C#C)O (3-cyclohexyl-1-propyn-3-ol), S(O)(O)(=O)=O (sulfuric acid). Solvent: O (water), O (water), CC(=O)C (acetone). Product: [Cr](=O)(=O)(O)O (chromic acid), C1(CCCCC1)C(C#C)=O (1-cyclohexyl-2-propyn-1-one). Starting materials: NC(=O)CCC(=O)NBr, O=C(OOC(=O)c1ccccc1)c1ccccc1, ClC(Cl)(Cl)Cl, Cc1nn(C(=O)OC(C)(C)C)c2ccccc12. Yields the product CC(C)(C)OC(=O)n1nc(CBr)c2ccccc21. As a reaction SMILES: [Br:18][NH:19][C:20](=[O:21])[CH2:22][CH2:23][C:24]([NH2:25])=[O:26].[C:27]([O:28][O:29][C:30](=[O:31])[c:32]1[cH:33][cH:34][cH:35][cH:36][cH:37]1)(=[O:38])[c:39]1[cH:40][cH:41][cH:42][cH:43][cH:44]1.[C:45]([Cl:46])([Cl:47])([Cl:48])[Cl:49].[CH3:1][c:2]1[n:3][n:4]([C:11](=[O:12])[O:13][C:14]([CH3:15])([CH3:16])[CH3:17])[c:5]2[cH:6][cH:7][cH:8][cH:9][c:10]12>>[CH2:1]([c:2]1[n:3][n:4]([C:11](=[O:12])[O:13][C:14]([CH3:15])([CH3:16])[CH3:17])[c:5]2[cH:6][cH:7][cH:8][cH:9][c:10]12)[Br:18]. The reactants are FC1=C(C(=O)NC2=CC(=CC=C2)C2=NN3C(C=CC=C3)=C2C2=NC(=NC=C2)NC2=CC(=CC=C2)OCCN(CC=C)C)C=C(C=C1)F (2,5-Difluoro-N-{3-[3-(2-{[3-({2-[methyl(2-propen-1-yl)amino]ethyl}oxy)phenyl]amino}-4-pyrimidinyl)pyrazolo[1,5-a]pyridin-2-yl]phenyl}benzamide), ClCCCOC=1C=C(C=CC1)NC1=NC=CC(=N1)C=1C(=NN2C1C=CC=C2)C=2C=C(C=CC2)NC(C(F)(F)F)=O (N-(3-{3-[2-({3-[(3-chloropropyl)oxy]phenyl}amino)-4-pyrimidinyl]pyrazolo[1,5-a]pyridin-2-yl}phenyl)-2,2,2-trifluoroacetamide), CNC (dimethylamine). The product is NC=1C=C(C=CC1)C1=NN2C(C=CC=C2)=C1C1=NC(=NC=C1)NC1=CC(=CC=C1)OCCCN(C)C (4-[2-(3-Aminophenyl)pyrazolo[1,5-a]pyridin-3-yl]-N-(3-{[3-(dimethylamino)propyl]oxy}phenyl)-2-pyrimidinamine). As a reaction SMILES: FC1C=CC(F)=CC=1C([NH:6][C:7]1[CH:12]=[CH:11][CH:10]=[C:9]([C:13]2[C:21]([C:22]3[CH:27]=[CH:26][N:25]=[C:24]([NH:28][C:29]4[CH:34]=[CH:33][CH:32]=[C:31]([O:35][CH2:36]CN(C)CC=C)[CH:30]=4)[N:23]=3)=[C:16]3[CH:17]=[CH:18][CH:19]=[CH:20][N:15]3[N:14]=2)[CH:8]=1)=O.ClCCCOC1C=C(NC2N=C(C3C(C4C=[C:77]([NH:81][C:82](=O)[C:83](F)(F)F)C=CC=4)=NN4C=CC=CC=34)C=CN=2)C=CC=1.[CH3:88]NC>>[NH2:6][C:7]1[CH:8]=[C:9]([C:13]2[C:21]([C:22]3[CH:27]=[CH:26][N:25]=[C:24]([NH:28][C:29]4[CH:34]=[CH:33][CH:32]=[C:31]([O:35][CH2:36][CH2:83][CH2:82][N:81]([CH3:88])[CH3:77])[CH:30]=4)[N:23]=3)=[C:16]3[CH:17]=[CH:18][CH:19]=[CH:20][N:15]3[N:14]=2)[CH:10]=[CH:11][CH:12]=1. Reported procedure: The title compound may be prepared by treating N-(3-{3-[2-({3-[(3-chloropropyl)oxy]phenyl}amino)-4-pyrimidinyl]pyrazolo[1,5-a]pyridin-2-yl}phenyl)-2,2,2-trifluoroacetamide with dimethylamine to give product. The reactants are [NitriphosCl]PF6, ClC1=C(C=CC=C1)Cl (o-dichlorobenzene), C1CCOC1 (THF), [NH4+].[Cl-] (NH4Cl). Run in CCOCC (ether). The product is ClC1=C(C=CC=C1)CCCCCCCCCCCC (1-chloro-2-dodecylbenzene). Isolated yield 47.4%. As a reaction SMILES: Cl[C:2]1[CH:7]=[CH:6][CH:5]=[CH:4][C:3]=1[Cl:8].[NH4+].[Cl-].[CH2:11]1[CH2:15]O[CH2:13][CH2:12]1>CCOCC>[Cl:8][C:3]1[CH:4]=[CH:5][CH:6]=[CH:7][C:2]=1[CH2:13][CH2:12][CH2:11][CH2:15][CH2:15][CH2:11][CH2:12][CH2:13][CH2:7][CH2:2][CH2:3][CH3:4] |f:1.2|. Procedure details: To 0.05 g (0.065 mmoles) of [NitriphosCl]PF6 and 2.00 g (13.61 mmoles) of o-dichlorobenzene in 20 mL of ether at 0° C. was added 19.65 g (13.70 mmoles) of 0.697 mmoles/g of n-dodecylMgBr in THF. The mixture was refluxed overnight, poured into NH4Cl solution, extracted with ether, dried over MgSO4, and the solvent was removed by rotary evaporation. The residue was distilled (101° to 105° C./0.14 mm) to give 1.806 g (6.44 mmoles, 47.4%) of 1-chloro-2-dodecylbenzene. 1H NMR (200 MHz, CDCl3): δ7.4-7... Starting materials: ClC=1C=C(NC2=NC=NC3=CC(=CC(=C23)OC[C@H]2C[C@H](CN2)O)OC)C=CC1F ((3R,5R)-5-[({4-[3-chloro-4-fluoroanilino]-7-methoxyquinazolin-5-yl}oxy)methyl]pyrrolidin-3-ol), C(CO)(=O)O (glycolic acid). The product is ClC=1C=C(NC2=NC=NC3=CC(=CC(=C23)OC[C@H]2C[C@H](CN2C(CO)=O)O)OC)C=CC1F ((3R,5R)-5-[({4-[3-Chloro-4-fluoroanilino]-7-methoxyquinazolin-5-yl}oxy)methyl]-1-glycoloylpyrrolidin-3-ol). The yield is 46.0%. As a reaction SMILES: [Cl:1][C:2]1[CH:3]=[C:4]([CH:26]=[CH:27][C:28]=1[F:29])[NH:5][C:6]1[C:15]2[C:10](=[CH:11][C:12]([O:24][CH3:25])=[CH:13][C:14]=2[O:16][CH2:17][C@@H:18]2[NH:22][CH2:21][C@H:20]([OH:23])[CH2:19]2)[N:9]=[CH:8][N:7]=1.[C:30](O)(=[O:33])[CH2:31][OH:32]>>[Cl:1][C:2]1[CH:3]=[C:4]([CH:26]=[CH:27][C:28]=1[F:29])[NH:5][C:6]1[C:15]2[C:10](=[CH:11][C:12]([O:24][CH3:25])=[CH:13][C:14]=2[O:16][CH2:17][C@@H:18]2[N:22]([C:31](=[O:32])[CH2:30][OH:33])[CH2:21][C@H:20]([OH:23])[CH2:19]2)[N:9]=[CH:8][N:7]=1. Procedure details: The procedure described in Example 20 was repeated using (3R,5R)-5-[({4-[3-chloro-4-fluoroanilino]-7-methoxyquinazolin-5-yl}oxy)methyl]pyrrolidin-3-ol (209 mg) with glycolic acid (42 mg) to give the title compound as a white solid in 46% yield; NMR spectrum (DMSO-d6) 10.01 (s, 1H), 8.48 (s, 1H), 8.22 (dd, 1H), 7.74-7.69 (m, 1H), 7.43 (t, 1H), 6.84 (d, 1H), 6.78 (d, 1H), 5.29-5.28 (m, 1H), 4.73-4.68 (m, 1H), 4.64-4.59 (m, 2H), 4.44-4.42 (m, 1H), 4.34-4.31 (m, 1H), 4.06-4.05 (m, 2H), 3.93 (s, 3H),... Starting materials: COC(=O)c1ncc(-c2cccc(C(F)(F)F)c2)c(Cl)c1C, Cc1cc(-c2cccc(C(F)(F)F)c2)cnc1C(=O)O, C1CCN(C2CCNCC2)C1. The product is Cc1c(C(=O)N2CCC(N3CCCC3)CC2)ncc(-c2cccc(C(F)(F)F)c2)c1Cl. RXN SMILES: [CH3:1][O:2][C:3](=[O:4])[c:5]1[n:6][cH:7][c:8](-[c:13]2[cH:14][c:15]([C:19]([F:20])([F:21])[F:22])[cH:16][cH:17][cH:18]2)[c:9]([Cl:12])[c:10]1[CH3:11].[CH3:23][c:24]1[c:25]([C:26]([OH:27])=[O:28])[n:29][cH:30][c:31](-[c:32]2[cH:33][cH:34][cH:35][c:36]([C:37]([F:38])([F:39])[F:40])[cH:41]2)[cH:42]1.[N:43]1([CH:48]2[CH2:49][CH2:50][NH:51][CH2:52][CH2:53]2)[CH2:44][CH2:45][CH2:46][CH2:47]1>>[C:3](=[O:4])([c:5]1[n:6][cH:7][c:8](-[c:13]2[cH:14][c:15]([C:19]([F:20])([F:21])[F:22])[cH:16][cH:17][cH:18]2)[c:9]([Cl:12])[c:10]1[CH3:11])[N:51]1[CH2:50][CH2:49][CH:48]([N:43]2[CH2:44][CH2:45][CH2:46][CH2:47]2)[CH2:53][CH2:52]1.